Dataset: the Open Reaction Database (ORD), a public repository of structured organic reaction records. Task: describe an organic reaction: reactants, conditions, products, and yield Conditions: temperature 60 celsius. Reported procedure: A mixture of 4-(2-amino-3-nitrophenyl)carbonylamino-N-(2-hydroxy-4-methylphenyl)-3-methoxy-N-methylbenzamide (520 mg), N-(4-bromobutyl)phthalimide (326 mg) and potassium carbonate (160 mg) in N,N-dimethylformamide (10 ml) was heated at 60° C. for 8 hours. The mixture was diluted with ethyl acetate and the solution was washed with water and brine. The organic phase was dried over magnesium sulfate and the solvent was evaporated in vacuo. The crude oil was purified by silica gel column (1% methano... Solvent: CN(C=O)C (N,N-dimethylformamide), C(C)(=O)OCC (ethyl acetate). The reactants are NC1=C(C=CC=C1[N+](=O)[O-])C(=O)NC1=C(C=C(C(=O)N(C)C2=C(C=C(C=C2)C)O)C=C1)OC (4-(2-amino-3-nitrophenyl)carbonylamino-N-(2-hydroxy-4-methylphenyl)-3-methoxy-N-methylbenzamide), BrCCCCN1C(C=2C(C1=O)=CC=CC2)=O (N-(4-bromobutyl)phthalimide), C([O-])([O-])=O.[K+].[K+] (potassium carbonate). Yields the product NC1=C(C=CC=C1[N+](=O)[O-])C(=O)NC1=C(C=C(C(=O)N(C2=C(C=C(C=C2)C)OCCCCN2C(C=3C(C2=O)=CC=CC3)=O)C)C=C1)OC (4-(2-amino-3-nitrophenyl)carbonylamino-3-methoxy-N-methyl-N-[2-(4-phthalimidobut-1-yloxy)-4-methylphenyl]-benzamide). As a reaction SMILES: [NH2:1][C:2]1[C:7]([N+:8]([O-:10])=[O:9])=[CH:6][CH:5]=[CH:4][C:3]=1[C:11]([NH:13][C:14]1[CH:31]=[CH:30][C:17]([C:18]([N:20]([C:22]2[CH:27]=[CH:26][C:25]([CH3:28])=[CH:24][C:23]=2[OH:29])[CH3:21])=[O:19])=[CH:16][C:15]=1[O:32][CH3:33])=[O:12].Br[CH2:35][CH2:36][CH2:37][CH2:38][N:39]1[C:43](=[O:44])[C:42]2=[CH:45][CH:46]=[CH:47][CH:48]=[C:41]2[C:40]1=[O:49].C(=O)([O-])[O-].[K+].[K+]>CN(C)C=O.C(OCC)(=O)C>[NH2:1][C:2]1[C:7]([N+:8]([O-:10])=[O:9])=[CH:6][CH:5]=[CH:4][C:3]=1[C:11]([NH:13][C:14]1[CH:31]=[CH:30][C:17]([C:18]([N:20]([CH3:21])[C:22]2[CH:27]=[CH:26][C:25]([CH3:28])=[CH:24][C:23]=2[O:29][CH2:35][CH2:36][CH2:37][CH2:38][N:39]2[C:43](=[O:44])[C:42]3=[CH:45][CH:46]=[CH:47][CH:48]=[C:41]3[C:40]2=[O:49])=[O:19])=[CH:16][C:15]=1[O:32][CH3:33])=[O:12] |f:2.3.4|. Isolated yield 89.1%. Reactants: CC(CC[Mg]I)C (3-methylbutylmagnesium iodide), ICCC(C)C (1-iodo-3-methylbutane), [Mg] (magnesium), BrCCBr (1,2-dibromoethane), C(C1=CC=CC=C1)(=O)O[C@@H]1C([C@@H]2CCC=3C4=CC[C@H]([C@H](C)C=O)[C@]4(CCC3[C@]2(CC1)C)C)(C)C ((3β,5α,20S)-3-(benzoyloxy)-4,4-dimethylpregna-8,14-diene-20-carboxaldehyde), [Cl-].[NH4+] (ammonium chloride). The solvent is C(C)OCC (diethyl ether), C1CCOC1 (THF). Reaction conditions: time 45 minute. Yields the product C(C1=CC=CC=C1)(=O)O[C@@H]1C([C@@H]2CCC=3C4=CC[C@H]([C@@H]([C@H](CCC(C)C)O)C)[C@]4(CCC3[C@]2(CC1)C)C)(C)C ((3β,5α,20S,22S)-4,4-dimethylcholesta-8,14-diene-3,22-diol 3-benzoate). Reaction SMILES: [CH3:1][CH:2]([CH3:7])[CH2:3][CH2:4][Mg]I.ICCC(C)C.[Mg].BrCCBr.[C:19]([O:27][C@H:28]1[CH2:48][CH2:47][C@@:46]2([CH3:49])[C@@H:30]([CH2:31][CH2:32][C:33]3[C:34]4[C@:42]([CH3:50])([CH2:43][CH2:44][C:45]=32)[C@@H:37]([C@@H:38]([CH:40]=[O:41])[CH3:39])[CH2:36][CH:35]=4)[C:29]1([CH3:52])[CH3:51])(=[O:26])[C:20]1[CH:25]=[CH:24][CH:23]=[CH:22][CH:21]=1.[Cl-].[NH4+]>C(OCC)C.C1COCC1>[C:19]([O:27][C@H:28]1[CH2:48][CH2:47][C@@:46]2([CH3:49])[C@@H:30]([CH2:31][CH2:32][C:33]3[C:34]4[C@:42]([CH3:50])([CH2:43][CH2:44][C:45]=32)[C@@H:37]([C@H:38]([CH3:39])[C@@H:40]([OH:41])[CH2:4][CH2:3][CH:2]([CH3:7])[CH3:1])[CH2:36][CH:35]=4)[C:29]1([CH3:51])[CH3:52])(=[O:26])[C:20]1[CH:25]=[CH:24][CH:23]=[CH:22][CH:21]=1 |f:5.6|. Procedure details: i)—A solution of 3-methylbutylmagnesium iodide (12 ml), prepared from 1-iodo-3-methylbutane (2.36 ml) and magnesium (0.48 g), activated with 1,2-dibromoethane (0.040 ml), in diethyl ether (10 ml and 10 ml, respectively) at reflux temperature, was added dropwise to (3β,5α,20S)-3-(benzoyloxy)-4,4-dimethylpregna-8,14-diene-20-carboxaldehyde (WO-09852965; 1.55 g) in THF (20 ml). The reaction mixture was stirred at room temperature for 45 min. and then poured into a saturated aqueous solution of ammo... Starting materials: ClC1=C(C=C(C(=O)O)C=C1)[N+](=O)[O-] (4-chloro-3-nitrobenzoic acid), B (borane). The product is ClC1=C(C=C(CO)C=C1)[N+](=O)[O-] (4-chloro-3-nitrobenzyl alcohol). As a reaction SMILES: [Cl:1][C:2]1[CH:10]=[CH:9][C:5]([C:6](O)=[O:7])=[CH:4][C:3]=1[N+:11]([O-:13])=[O:12].B>>[Cl:1][C:2]1[CH:10]=[CH:9][C:5]([CH2:6][OH:7])=[CH:4][C:3]=1[N+:11]([O-:13])=[O:12]. Reported procedure: 4-chloro-3-nitrobenzoic acid was subjected to borane reduction to yield 4-chloro-3-nitrobenzyl alcohol. The benzyl alcohol compound was treated with sodium sulfide, and 4,4'-dithiobis(3-aminobenzyl alcohol) thus obtained was caused to react with triphenylphosphine in dioxane, and further with 1-cyanoguanidine to yield 5-hydroxymethyl-2-guanidinobenzothiazole. Then, the hydroxymethyl compound (0.5 g) was refluxed with heating for 15 minutes in an aqueous 47% hydrobromic acid solution (5 ml) to yi... The reactants are O=C([O-])[O-], CI, CN(C)C=O, O=c1[nH]c(CCCCc2ccccc2)nc(-c2ccncc2)c1-c1ccc(F)cc1, [K+], [K+]. Product: Cn1c(CCCCc2ccccc2)nc(-c2ccncc2)c(-c2ccc(F)cc2)c1=O. Reaction SMILES: [C:33](=[O:34])([O-:35])[O-:36].[CH3:1][I:2].[CH3:39][N:40]([CH3:41])[CH:42]=[O:43].[F:3][c:4]1[cH:5][cH:6][c:7](-[c:10]2[c:11](=[O:32])[nH:12][c:13]([CH2:22][CH2:23][CH2:24][CH2:25][c:26]3[cH:27][cH:28][cH:29][cH:30][cH:31]3)[n:14][c:15]2-[c:16]2[cH:17][cH:18][n:19][cH:20][cH:21]2)[cH:8][cH:9]1.[K+:37].[K+:38]>>[F:3][c:4]1[cH:5][cH:6][c:7](-[c:10]2[c:11](=[O:32])[n:12]([CH3:33])[c:13]([CH2:22][CH2:23][CH2:24][CH2:25][c:26]3[cH:27][cH:28][cH:29][cH:30][cH:31]3)[n:14][c:15]2-[c:16]2[cH:17][cH:18][n:19][cH:20][cH:21]2)[cH:8][cH:9]1. Reactants: CC(C)(C)[Si](C)(C)Cl, CCC1C=C(C)CC(C)CC(OC)C2OC(O)(C(=O)C(=O)N3CCCCC3C(=O)OC(C(C)=CC3CCC(O)C(O)C3)C(C)C(O)CC1=O)C(C)CC2OC, ClCCl, c1c[nH]cn1. RXN SMILES: [C:61]([CH3:62])([CH3:63])([CH3:64])[Si:65]([CH3:66])([CH3:67])[Cl:68].[CH2:1]([CH3:2])[CH:3]1[C:4](=[O:55])[CH2:5][CH:6]([OH:54])[CH:7]([CH3:53])[CH:8]([C:42](=[CH:43][CH:44]2[CH2:45][CH:46]([OH:51])[CH:47]([OH:50])[CH2:48][CH2:49]2)[CH3:52])[O:9][C:10](=[O:41])[CH:11]2[CH2:12][CH2:13][CH2:14][CH2:15][N:16]2[C:17](=[O:40])[C:18](=[O:39])[C:19]2([OH:38])[CH:20]([CH3:37])[CH2:21][CH:22]([O:35][CH3:36])[CH:23]([CH:24]([O:32][CH3:33])[CH2:25][CH:26]([CH3:31])[CH2:27][C:28]([CH3:30])=[CH:29]1)[O:34]2.[CH2:69]([Cl:70])[Cl:71].[nH:56]1[cH:57][cH:58][n:59][cH:60]1>>[CH2:1]([CH3:2])[CH:3]1[C:4](=[O:55])[CH2:5][CH:6]([OH:54])[CH:7]([CH3:53])[CH:8]([C:42](=[CH:43][CH:44]2[CH2:45][CH:46]([OH:51])[CH:47]([O:50][Si:65]([C:61]([CH3:62])([CH3:63])[CH3:64])([CH3:66])[CH3:67])[CH2:48][CH2:49]2)[CH3:52])[O:9][C:10](=[O:41])[CH:11]2[CH2:12][CH2:13][CH2:14][CH2:15][N:16]2[C:17](=[O:40])[C:18](=[O:39])[C:19]2([OH:38])[CH:20]([CH3:37])[CH2:21][CH:22]([O:35][CH3:36])[CH:23]([CH:24]([O:32][CH3:33])[CH2:25][CH:26]([CH3:31])[CH2:27][C:28]([CH3:30])=[CH:29]1)[O:34]2. Product: CCC1C=C(C)CC(C)CC(OC)C2OC(O)(C(=O)C(=O)N3CCCCC3C(=O)OC(C(C)=CC3CCC(O[Si](C)(C)C(C)(C)C)C(O)C3)C(C)C(O)CC1=O)C(C)CC2OC. The reactants are O=C1CC(c2ccccc2)Cc2c1ccn2C(=O)c1ccccc1, CCO, Cl, Cl, N=C(N)NN, O. Product: N=C(N)NN=C1CC(c2ccccc2)Cc2c1ccn2C(=O)c1ccccc1, Cl. Reaction SMILES: [C:1]([c:2]1[cH:3][cH:4][cH:5][cH:6][cH:7]1)(=[O:8])[n:9]1[cH:10][cH:11][c:12]2[c:17]1[CH2:16][CH:15]([c:18]1[cH:19][cH:20][cH:21][cH:22][cH:23]1)[CH2:14][C:13]2=[O:24].[CH3:33][CH2:34][OH:35].[ClH:25].[ClH:31].[NH2:26][NH:27][C:28](=[NH:29])[NH2:30].[OH2:32]>>[C:1]([c:2]1[cH:3][cH:4][cH:5][cH:6][cH:7]1)(=[O:8])[n:9]1[cH:10][cH:11][c:12]2[c:17]1[CH2:16][CH:15]([c:18]1[cH:19][cH:20][cH:21][cH:22][cH:23]1)[CH2:14][C:13]2=[N:26][NH:27][C:28](=[NH:29])[NH2:30].[ClH:25]. Starting materials: ice water, O1C(=CC=C1)C=1OC(=C(N1)COC1=C(C=C(C=C1)CCCC(=O)O)OC)C (4-[4-[2-(2-furyl)-5-methyl-4-oxazolyl methoxy]-3-methoxyphenyl]butanoic acid), C(C)(C)I (isopropyl iodide), C([O-])([O-])=O.[K+].[K+] (potassium carbonate). The solvent is CN(C=O)C (N,N-dimethylformamide). Conditions: time 4 hour. The product is O1C(=CC=C1)C=1OC(=C(N1)COC1=C(C=C(C=C1)CCCC(=O)OC(C)C)OC)C (isopropyl 4-[4-[2-(2-furyl)-5-methyl-4-oxazolylmethoxy]-3-methoxyphenyl]butanoate). The yield is 90.7%. Reaction SMILES: [O:1]1[CH:5]=[CH:4][CH:3]=[C:2]1[C:6]1[O:7][C:8]([CH3:27])=[C:9]([CH2:11][O:12][C:13]2[CH:18]=[CH:17][C:16]([CH2:19][CH2:20][CH2:21][C:22]([OH:24])=[O:23])=[CH:15][C:14]=2[O:25][CH3:26])[N:10]=1.[CH:28](I)([CH3:30])[CH3:29].C(=O)([O-])[O-].[K+].[K+]>CN(C)C=O>[O:1]1[CH:5]=[CH:4][CH:3]=[C:2]1[C:6]1[O:7][C:8]([CH3:27])=[C:9]([CH2:11][O:12][C:13]2[CH:18]=[CH:17][C:16]([CH2:19][CH2:20][CH2:21][C:22]([O:24][CH:28]([CH3:30])[CH3:29])=[O:23])=[CH:15][C:14]=2[O:25][CH3:26])[N:10]=1 |f:2.3.4|. Reported procedure: A mixture of 4-[4-[2-(2-furyl)-5-methyl-4-oxazolyl methoxy]-3-methoxyphenyl]butanoic acid (106 g), isopropyl iodide (58.2 g), potassium carbonate (47.3 g) and N,N-dimethylformamide (DMF) (100 ml) was stirred for 4 hours at temperatures ranging from 65 to 70° C. The reaction mixture was poured into ice-water, which was subjected to extraction with ethyl acetate. The ethyl acetate layer was washed with water, dried (MgSO4) and then concentrated. The concentrate was subjected to column chromatograp... Starting materials: OOS(=O)[O-].[K+] (OXONE), CCOC(=O)C (EtOAc), C(\C=C\C1=CC=CC=C1)(=O)O (trans-Cinnamic Acid), [O-]S(=O)[O-].[Na+].[Na+] (Na2SO3). The reagents and catalysts are O=[Os](=O)(=O)=O (OsO4). Run in CN(C)C=O (DMF). Run at time 5 minute. The product is C(C1=CC=CC=C1)(=O)O (Benzoic acid). Yield: 97.0%. As a reaction SMILES: [C:1](O)(=O)/[CH:2]=[CH:3]/[C:4]1C=CC=C[CH:5]=1.OOS([O-])=O.[K+].[O-]S([O-])=O.[Na+].[Na+].CC[O:26][C:27]([CH3:29])=[O:28]>CN(C=O)C.O=[Os](=O)(=O)=O>[C:27]([OH:26])(=[O:28])[C:29]1[CH:5]=[CH:4][CH:3]=[CH:2][CH:1]=1 |f:1.2,3.4.5|. Procedure details: trans-Cinnamic Acid (74 mg) was dissolved in DMF (5 mL), and OsO4 (0.06 mL, 2.5% in tBuOH) was added and stirred for 5 min. OXONE (1.23 g) was added in one portion and the reaction had a final volume (7 mL). The reaction was stirred at room temperature for 3 hours or until the solution becomes colorless. This usually marks the completion of the reaction which was verified by TLC or GC. Na2SO3 (450 mg) was added, to reduce the remaining Os(VIII), and stirred for an additional hour or until soluti... Starting materials: ClC1=CC=C(C=C1)NC(C1=C(C=CC(=C1)Cl)[N+](=O)[O-])=O (N-(4-Chlorophenyl)-5-chloro-2-nitrobenzamide), O.O.[Sn](Cl)Cl (tin(II) chloride dihydrate), [OH-].[Na+] (NaOH). The solvent is C(C)(=O)OCC (ethyl acetate), C(C)(=O)OCC (ethyl acetate). Run at temperature 70 celsius, time 15 minute. Yields the product ClC1=CC=C(C=C1)NC(C1=C(C=CC(=C1)Cl)N)=O (N-(4-chlorophenyl)-2-amino-5-chlorobenzamide). The yield is 97.3%. RXN SMILES: [Cl:1][C:2]1[CH:7]=[CH:6][C:5]([NH:8][C:9](=[O:20])[C:10]2[CH:15]=[C:14]([Cl:16])[CH:13]=[CH:12][C:11]=2[N+:17]([O-])=O)=[CH:4][CH:3]=1.O.O.[Sn](Cl)Cl.[OH-].[Na+]>C(OCC)(=O)C>[Cl:1][C:2]1[CH:3]=[CH:4][C:5]([NH:8][C:9](=[O:20])[C:10]2[CH:15]=[C:14]([Cl:16])[CH:13]=[CH:12][C:11]=2[NH2:17])=[CH:6][CH:7]=1 |f:1.2.3,4.5|. Reported procedure: N-(4-Chlorophenyl)-5-chloro-2-nitrobenzamide (13.2 g, 42.4 mmol) and tin(II) chloride dihydrate (48 g, 213 mmol) were combined in ethyl acetate (90 mL) and the mixture was heated at 70° C. under a nitrogen atmosphere. After 15 minutes, the mixture was cooled to ambient temperature, then poured onto water (750 mL) and ethyl acetate (750 mL). The aqueous layer was adjusted to pH 8 with by addition of 1 N NaOH and a saturated NaHCO3 solution, and the layers were separated. The aqueous layer was fur...